This data is from the Open Reaction Database (ORD), a public repository of structured organic reaction records. The task is: describe an organic reaction: reactants, conditions, products, and yield Reactants: ClCC(=O)C=1N(C=C(C1)C(=O)C1=CC2=CC=CC=C2C=C1)C (2-chloro-1-[4(2-naphthalenoyl)-1-methyl-1H-pyrrol-2-yl]ethanone), C(C)NCC (diethylamine). The product is C1=C(C=CC2=CC=CC=C12)C(=O)C=1C=C(N(C1)C)C(CN(CC)CC)=O (1-[4-(2-Naphthalenoyl)-1-methyl-1H-pyrrol-2-yl]-2-(N,N-diethylamino)ethanone). The yield is 27.3%. As a reaction SMILES: Cl[CH2:2][C:3]([C:5]1[N:6]([CH3:22])[CH:7]=[C:8]([C:10]([C:12]2[CH:21]=[CH:20][C:19]3[C:14](=[CH:15][CH:16]=[CH:17][CH:18]=3)[CH:13]=2)=[O:11])[CH:9]=1)=[O:4].[CH2:23]([NH:25][CH2:26][CH3:27])[CH3:24]>CCO>[CH:13]1[C:14]2[C:19](=[CH:18][CH:17]=[CH:16][CH:15]=2)[CH:20]=[CH:21][C:12]=1[C:10]([C:8]1[CH:9]=[C:5]([C:3](=[O:4])[CH2:2][N:25]([CH2:26][CH3:27])[CH2:23][CH3:24])[N:6]([CH3:22])[CH:7]=1)=[O:11]. Reported procedure: A solution of 2.5 g (0.008 mole) of 2-chloro-1-[4(2-naphthalenoyl)-1-methyl-1H-pyrrol-2-yl]ethanone and 2.5 mL (0.024 mole) of diethylamine was refluxed for 3 hr in 50 mL of EtOH. After cooling, the solvent was evaporated in vacuo. The residue was chromatographed on silica gel (90:10:1 CH2Cl2:MeOH:NH4OH). The resulting oil was treated with ethereal HCl in EtOH. The resulting gum was converted to the free base by partitioning between Et2O/NaHCO3. This was again chromatographed on silica gel (90:1... The solvent is CCO (EtOH). Reactants: C(C=C)[C@@]1(C(N([C@@H]([C@H](C1)C1=CC(=CC=C1)Cl)C1=CC=C(C=C1)Cl)[C@H](CO)C1CC1)=O)C ((3S,5R,6S)-3-allyl-5-(3-chlorophenyl)-6-(4-chlorophenyl)-1-((S)-1-cyclopropyl-2-hydroxyethyl)-3-methylpiperidin-2-one), FC1=C(C=CC=C1)NS(=O)(=O)CC (N-(2-fluorophenyl)ethanesulfonamide), C(#N)C=P(CCCC)(CCCC)CCCC (cyanomethylenetri-n-butylphosphorane). Run in C1(=CC=CC=C1)C (toluene). Run at temperature 70 celsius. Product: C(C=C)[C@@]1(C(N([C@@H]([C@H](C1)C1=CC(=CC=C1)Cl)C1=CC=C(C=C1)Cl)[C@H](CN(S(=O)(=O)CC)C1=C(C=CC=C1)F)C1CC1)=O)C (N-((S)-2-((3S,5R,6S)-3-allyl-5-(3-chlorophenyl)-6-(4-chlorophenyl)-3-methyl-2-oxopiperidin-1-yl)-2-cyclopropylethyl)-N-(2-fluorophenyl)ethanesulfonamide). RXN SMILES: [CH2:1]([C@@:4]1([CH3:31])[CH2:9][C@H:8]([C:10]2[CH:15]=[CH:14][CH:13]=[C:12]([Cl:16])[CH:11]=2)[C@@H:7]([C:17]2[CH:22]=[CH:21][C:20]([Cl:23])=[CH:19][CH:18]=2)[N:6]([C@@H:24]([CH:27]2[CH2:29][CH2:28]2)[CH2:25]O)[C:5]1=[O:30])[CH:2]=[CH2:3].[F:32][C:33]1[CH:38]=[CH:37][CH:36]=[CH:35][C:34]=1[NH:39][S:40]([CH2:43][CH3:44])(=[O:42])=[O:41].C(C=P(CCCC)(CCCC)CCCC)#N>C1(C)C=CC=CC=1>[CH2:1]([C@@:4]1([CH3:31])[CH2:9][C@H:8]([C:10]2[CH:15]=[CH:14][CH:13]=[C:12]([Cl:16])[CH:11]=2)[C@@H:7]([C:17]2[CH:22]=[CH:21][C:20]([Cl:23])=[CH:19][CH:18]=2)[N:6]([C@@H:24]([CH:27]2[CH2:29][CH2:28]2)[CH2:25][N:39]([C:34]2[CH:35]=[CH:36][CH:37]=[CH:38][C:33]=2[F:32])[S:40]([CH2:43][CH3:44])(=[O:41])=[O:42])[C:5]1=[O:30])[CH:2]=[CH2:3]. Procedure: To a mixture of (3S,5R,6S)-3-allyl-5-(3-chlorophenyl)-6-(4-chlorophenyl)-1-((S)-1-cyclopropyl-2-hydroxyethyl)-3-methylpiperidin-2-one (Example 252, Step A, 70 mg, 0.153 mmol) and N-(2-fluorophenyl)ethanesulfonamide (93 mg, 0.458 mmol) in toluene (1 ml) was added cyanomethylenetri-n-butylphosphorane (0.111 ml, 0.458 mmol) at rt and the mixture was flushed with N2 for about 20 minutes. The reaction was sealed and heated to 70° C. overnight. The reaction mixture was purified by flash chromatography...